From a dataset of the Open Reaction Database (ORD), a public repository of structured organic reaction records. describe an organic reaction: reactants, conditions, products, and yield The reactants are bromo, C(CCC)N1CCC(CC1)=O (1-butyl-4-piperidone), [NH4+].[Cl-] (NH4Cl), [Mg] (magnesium), BrC=1N(C=CC1)CC1=C(C=CC=C1)F (2-bromo-1-(2-fluorobenzyl)pyrrole). The reagents and catalysts are BrC(C)Br (dibromoethane), solution. The solvent is O1CCCC1 (THF), O1CCCC1 (tetrahydrofuran), CCOCC (ether), O1CCCC1 (THF). Yields the product C(CCC)N1CCC(CC1)(O)C=1N(C=CC1)CC1=C(C=CC=C1)F (1-butyl-4-[1-(2-fluorobenzyl)pyrrol-2-yl]-4-piperidinol). Isolated yield 34.3%. Reaction SMILES: [Mg].Br[C:3]1[N:4]([CH2:8][C:9]2[CH:14]=[CH:13][CH:12]=[CH:11][C:10]=2[F:15])[CH:5]=[CH:6][CH:7]=1.[CH2:16]([N:20]1[CH2:25][CH2:24][C:23](=[O:26])[CH2:22][CH2:21]1)[CH2:17][CH2:18][CH3:19].[NH4+].[Cl-]>O1CCCC1.CCOCC.BrC(Br)C>[CH2:16]([N:20]1[CH2:25][CH2:24][C:23]([C:3]2[N:4]([CH2:8][C:9]3[CH:14]=[CH:13][CH:12]=[CH:11][C:10]=3[F:15])[CH:5]=[CH:6][CH:7]=2)([OH:26])[CH2:22][CH2:21]1)[CH2:17][CH2:18][CH3:19] |f:3.4|. Procedure details: To a suspension of magnesium turnings (1.0 g, 0.04 mole) in 25 ml tetrahydrofuran (THF) and 10 ml ether, was added a few drops of a solution of 2-bromo-1-(2-fluorobenzyl)pyrrole (10 g, 0.04 mole) in 35 ml THF. The reaction was initiated with a few drops of dibromoethane and heat, and reflux was maintained by the addition of the bromo compound. After stirring at reflux for thirty minutes, the mixture was cooled with an ice-bath, then a solution of 1-butyl-4-piperidone (4.6 g, 0.03 mole) in 25 ml ... The reactants are C(C)(C)[Mg]Cl (isopropylmagnesium chloride), FC(C(=O)OCC)(F)F (ethyl trifluoroacetate), Cl (hydrochloric acid), ClCC(=O)Cl (chloroacetic acid chloride). Run in O1CCCC1 (tetrahydrofuran). Conditions: time 2 hour. Yields the product ClCC(=O)OC(C(F)(F)F)C(C)C (1,1,1-trifluoro-3-methylbutan-2-yl chloroacetate). The yield is 89.0%. Reaction SMILES: [CH:1]([Mg]Cl)([CH3:3])[CH3:2].[F:6][C:7]([F:14])([F:13])[C:8]([O:10][CH2:11][CH3:12])=O.ClCC(Cl)=[O:18].[ClH:20]>O1CCCC1>[Cl:20][CH2:12][C:11]([O:10][CH:8]([CH:1]([CH3:3])[CH3:2])[C:7]([F:14])([F:13])[F:6])=[O:18]. Reported procedure: A flask was charged with 1.1 L of a 1 mol/L tetrahydrofuran solution of isopropylmagnesium chloride, to which 142 g of ethyl trifluoroacetate was added dropwise below 20° C. The solution was stirred for 2 hours at room temperature, after which 282 g of chloroacetic acid chloride was added dropwise below 40° C. The solution was stirred for 2 hours at room temperature, after which 950 g of 10% hydrochloric acid was added to stop the reaction. Ordinary aqueous work-up was followed by distillation u... Run in C1CCOC1 (THF), O (water), CCOCC (ether). Reactants: CC1(C=2C=CC(=CC2C(CC1)(C)C)[C@H](COC1=CC=C(C(=O)OC)C=C1)CCCCC)C ((R)-methyl 4-[2-(5,5,8,8-tetramethyl-5,6,7,8-tetrahydronaphthalen-2-yl)-heptyloxy]-benzoate), O.[OH-].[Li+] (lithium hydroxide hydrate). As a reaction SMILES: [CH3:1][C:2]1([CH3:32])[CH2:11][CH2:10][C:9]([CH3:13])([CH3:12])[C:8]2[CH:7]=[C:6]([C@@H:14]([CH2:27][CH2:28][CH2:29][CH2:30][CH3:31])[CH2:15][O:16][C:17]3[CH:26]=[CH:25][C:20]([C:21]([O:23]C)=[O:22])=[CH:19][CH:18]=3)[CH:5]=[CH:4][C:3]1=2.O.[OH-].[Li+]>C1COCC1.O.CCOCC>[CH3:1][C:2]1([CH3:32])[CH2:11][CH2:10][C:9]([CH3:12])([CH3:13])[C:8]2[CH:7]=[C:6]([C@@H:14]([CH2:27][CH2:28][CH2:29][CH2:30][CH3:31])[CH2:15][O:16][C:17]3[CH:18]=[CH:19][C:20]([C:21]([OH:23])=[O:22])=[CH:25][CH:26]=3)[CH:5]=[CH:4][C:3]1=2 |f:1.2.3|. The yield is 82.2%. Reported procedure: The ester (1 g), dissolved in 20 ml THF/5 ml H2O/5 ml methanol, was treated with 380 mg of lithium hydroxide hydrate. The mixture was stirred at room temperature 4 hours. The mixture was diluted with 50 ml water and acidified to pH 2 with 1N hydrochloric. The resulting suspension was taken in 100 ml ether and the phases were separated. The aqueous phase was extracted with three portions of 50 ml ether. The combined extracts were dried over MgSO4. The solvent was removed in vacuo and the crude pr... Reaction conditions: time 4 hour. Yields the product CC1(C=2C=CC(=CC2C(CC1)(C)C)[C@H](COC1=CC=C(C(=O)O)C=C1)CCCCC)C ((R)-4-[2-(5,5,8,8-tetramethyl-5,6,7,8-tetrahydronaphthalen-2-yl)-heptyloxy]-benzoic Acid).